From a dataset of the Open Reaction Database (ORD), a public repository of structured organic reaction records. describe an organic reaction: reactants, conditions, products, and yield Starting materials: C(#N)C1=CC=C(C=C1)C=1N=C(SC1)[C@@H]([C@@](CN1N=CN=C1)(O)C1=C(C=C(C=C1)F)F)C ((2R,3R)-3-[4-(4-cyanophenyl)thiazol-2-yl]-2-(2,4-difluorophenyl)-1-(1H-1,2,4-triazol-1-yl)butan-2-ol), [H-].[K+] (potassium hydride), ClC(=O)OCCl (Choromethyl chloroformate). Run in CCOC(=O)C (EtOAc), C1CCOC1 (THF). Run at time 0.5 hour. Yields the product C(#N)C1=CC=C(C=C1)C=1N=C(SC1)[C@@H]([C@@](CN1N=CN=C1)(OC(=O)OCCl)C1=C(C=C(C=C1)F)F)C ((2R,3R)-3-[4-(4-cyanophenyl)thiazol-2-yl]-2-(2,4-difluorophenyl)-1-(1H-1,2,4-triazol-1-yl)-2-[[chloromethoxy]carbonyloxy]butane). Yield: 111.6%. As a reaction SMILES: [C:1]([C:3]1[CH:8]=[CH:7][C:6]([C:9]2[N:10]=[C:11]([C@H:14]([CH3:31])[C@:15]([C:23]3[CH:28]=[CH:27][C:26]([F:29])=[CH:25][C:24]=3[F:30])([OH:22])[CH2:16][N:17]3[CH:21]=[N:20][CH:19]=[N:18]3)[S:12][CH:13]=2)=[CH:5][CH:4]=1)#[N:2].[H-].[K+].Cl[C:35]([O:37][CH2:38][Cl:39])=[O:36]>C1COCC1.CCOC(C)=O>[C:1]([C:3]1[CH:8]=[CH:7][C:6]([C:9]2[N:10]=[C:11]([C@H:14]([CH3:31])[C@:15]([C:23]3[CH:28]=[CH:27][C:26]([F:29])=[CH:25][C:24]=3[F:30])([O:22][C:35]([O:37][CH2:38][Cl:39])=[O:36])[CH2:16][N:17]3[CH:21]=[N:20][CH:19]=[N:18]3)[S:12][CH:13]=2)=[CH:5][CH:4]=1)#[N:2] |f:1.2|. Reported procedure: (2R,3R)-3-[4-(4-cyanophenyl)thiazol-2-yl]-2-(2,4-difluorophenyl)-1-(1H-1,2,4-triazol-1-yl)butan-2-ol (5.8 mmol) was added to a suspension of potassium hydride (7 mmol) in THF at 0° C. and was allowed to stir for 0.5 hours. Choromethyl chloroformate (5.8 mmol, in 2 mL THF) was added dropwise and the reaction was allowed to warm to room temperature and stirred for 4 hours. The crude reaction was diluted with EtOAc, and was sequentially washed with H2O, 0.1N HCl, H2O, and brine. The organic layer w... Reactants: BrCCOc1ccccc1, CN(C)P(=O)(N(C)C)N(C)C, CCOC(=O)c1ccc(N)cc1, O. Yields the product CCOC(=O)c1ccc(NCCOc2ccccc2)cc1. RXN SMILES: [Br:24][CH2:25][CH2:26][O:27][c:28]1[cH:29][cH:30][cH:31][cH:32][cH:33]1.[CH3:13][N:14]([P:15]([N:16]([CH3:17])[CH3:18])([N:19]([CH3:20])[CH3:21])=[O:22])[CH3:23].[NH2:1][c:2]1[cH:3][cH:4][c:5]([C:6](=[O:7])[O:8][CH2:9][CH3:10])[cH:11][cH:12]1.[OH2:34]>>[NH:1]([c:2]1[cH:3][cH:4][c:5]([C:6](=[O:7])[O:8][CH2:9][CH3:10])[cH:11][cH:12]1)[CH2:25][CH2:26][O:27][c:28]1[cH:29][cH:30][cH:31][cH:32][cH:33]1. The reactants are O=P12OP3(=O)OP(=O)(O1)OP(=O)(O2)O3 (P2O5), OS(=O)(=O)O (H2SO4), ClC1=C(C=CC=C1Cl)C(C(=O)C(C(=O)OCC)C(=O)OCC)(C)C (Diethyl 2-(2-(2,3-dichlorophenyl)-2-methylpropanoyl)malonate). Conditions: temperature 25 celsius, time 1.5 hour. The product is ClC1=CC=C2C(=C(C(C(C2=C1Cl)(C)C)=O)C(=O)OCC)O (Ethyl 7,8-dichloro-4-hydroxy-1,1-dimethyl-2-oxo-naphthalene-3-carboxylate). Isolated yield 71.4%. RXN SMILES: O=P12OP3(OP(OP(O3)(O1)=O)(=O)O2)=O.OS(O)(=O)=O.[Cl:20][C:21]1[C:26]([Cl:27])=[CH:25][CH:24]=[CH:23][C:22]=1[C:28]([CH3:43])([CH3:42])[C:29]([CH:31]([C:37]([O:39][CH2:40][CH3:41])=[O:38])[C:32]([O:34]CC)=O)=[O:30]>>[Cl:27][C:26]1[C:21]([Cl:20])=[C:22]2[C:23]([C:32]([OH:34])=[C:31]([C:37]([O:39][CH2:40][CH3:41])=[O:38])[C:29](=[O:30])[C:28]2([CH3:42])[CH3:43])=[CH:24][CH:25]=1. Procedure details: P2O5 (5.00 g, 35 mmol) was treated with H2SO4 (4.5 mL, 81 mmol) at 0° C. in a 100 mL round bottom flask. Diethyl 2-(2-(2,3-dichlorophenyl)-2-methylpropanoyl)malonate (0.500 g, 1.0 mmol) was added, and the mixture was stirred at 25° C. for 1.5 hours. The reaction was quenched with ice, extracted with EtOAc (2×50 mL), and the combined organic layers were washed with brine (50 mL). The organic layers were then dried over MgSO4, concentrated, and dried in vacuo to give the title compound (0.235 g). ... The reactants are ClC=1C(=C(C=CC1)[C@H]1[C@@H](N[C@H]([C@]1(C#N)C1=C(C=C(C=C1)Cl)F)CC(C)(C)C)C(=O)NC1=C(C=C(C(=O)O)C=C1)OC)F (4-((2R,3S,4R,5S)-3-(3-chloro-2-fluorophenyl)-4-(4-chloro-2-fluorophenyl)-4-cyano-5-neopentylpyrrolidine-2-carboxamido)-3-methoxybenzoic acid), C(C)N(CCN)CC (N,N-diethylethane-1,2-diamine). Product: Cl.C(C)N(CCNC(=O)C1=CC(=C(C=C1)NC(=O)[C@@H]1N[C@H]([C@]([C@H]1C1=C(C(=CC=C1)Cl)F)(C#N)C1=C(C=C(C=C1)Cl)F)CC(C)(C)C)OC)CC ((2R,3S,4R,5S)-4-(4-chloro-2-fluoro-phenyl)-3-(3-chloro-2-fluoro-phenyl)-4-cyano-5-(2,2-dimethyl-propyl)-pyrrolidine-2-carboxylic acid [4-(2-diethylamino-ethylcarbamoyl)-2-methoxy-phenyl]-amide hydrochloride). As a reaction SMILES: [Cl:1][C:2]1[C:3]([F:42])=[C:4]([C@@H:8]2[C@:12]([C:15]3[CH:20]=[CH:19][C:18]([Cl:21])=[CH:17][C:16]=3[F:22])([C:13]#[N:14])[C@H:11]([CH2:23][C:24]([CH3:27])([CH3:26])[CH3:25])[NH:10][C@H:9]2[C:28]([NH:30][C:31]2[CH:39]=[CH:38][C:34]([C:35]([OH:37])=O)=[CH:33][C:32]=2[O:40][CH3:41])=[O:29])[CH:5]=[CH:6][CH:7]=1.[CH2:43]([N:45]([CH2:49][CH3:50])[CH2:46][CH2:47][NH2:48])[CH3:44]>>[ClH:1].[CH2:43]([N:45]([CH2:49][CH3:50])[CH2:46][CH2:47][NH:48][C:35]([C:34]1[CH:38]=[CH:39][C:31]([NH:30][C:28]([C@H:9]2[C@H:8]([C:4]3[CH:5]=[CH:6][CH:7]=[C:2]([Cl:1])[C:3]=3[F:42])[C@:12]([C:15]3[CH:20]=[CH:19][C:18]([Cl:21])=[CH:17][C:16]=3[F:22])([C:13]#[N:14])[C@H:11]([CH2:23][C:24]([CH3:25])([CH3:27])[CH3:26])[NH:10]2)=[O:29])=[C:32]([O:40][CH3:41])[CH:33]=1)=[O:37])[CH3:44] |f:2.3|. Procedure: In a manner similar to the method described in Example 14, 4-((2R,3S,4R,5S)-3-(3-chloro-2-fluorophenyl)-4-(4-chloro-2-fluorophenyl)-4-cyano-5-neopentylpyrrolidine-2-carboxamido)-3-methoxybenzoic acid (prepared as described in US20100152190A1) was reacted with N,N-diethylethane-1,2-diamine to give (2R,3S,4R,5S)-4-(4-chloro-2-fluoro-phenyl)-3-(3-chloro-2-fluoro-phenyl)-4-cyano-5-(2,2-dimethyl-propyl)-pyrrolidine-2-carboxylic acid [4-(2-diethylamino-ethylcarbamoyl)-2-methoxy-phenyl]-amide hydrochlo... Yields the product COC(=O)C=1SC(=CC1NC(CC(=O)OCC)C1CCCCC1)C1=CC=CC=C1 (3-(1-Cyclohexyl-2-ethoxycarbonyl-ethylamino)-5-phenyl-thiophene-2-carboxylic acid methyl ester). Conditions: time 5 minute. Reported procedure: To a solution of 3-Cyclohexyl-3-oxo-propionic acid ethyl ester (1.0 g, 5.0 mmol, 1.0 equiv) in THF (5.0 mL) was added 3-Amino-5-phenyl-thiophene-2-carboxylic acid methyl ester (1.17 g, 5.0 mmol, 1.0 equiv) and SnBu2Cl2 (0.15 g, 0.50 mmol, 0.1 equiv) at room temperature. After stirred at room temperature for 5 minutes, the solution was added PhSiH3. The resulting reaction mixture was stirred at 65° C. under N2 for 18 hours, after which the solution was concentrated under vacuum and the residue wa... Reactants: C(C)OC(CC(=O)C1CCCCC1)=O (3-Cyclohexyl-3-oxo-propionic acid ethyl ester), COC(=O)C=1SC(=CC1N)C1=CC=CC=C1 (3-Amino-5-phenyl-thiophene-2-carboxylic acid methyl ester), [Sn](CCCC)(CCCC)(Cl)Cl (SnBu2Cl2), C1(=CC=CC=C1)[SiH3] (PhSiH3). RXN SMILES: [CH2:1]([O:3][C:4](=[O:14])[CH2:5][C:6]([CH:8]1[CH2:13][CH2:12][CH2:11][CH2:10][CH2:9]1)=O)[CH3:2].[CH3:15][O:16][C:17]([C:19]1[S:20][C:21]([C:25]2[CH:30]=[CH:29][CH:28]=[CH:27][CH:26]=2)=[CH:22][C:23]=1[NH2:24])=[O:18].[Sn](Cl)(Cl)(CCCC)CCCC.C1([SiH3])C=CC=CC=1>C1COCC1>[CH3:15][O:16][C:17]([C:19]1[S:20][C:21]([C:25]2[CH:30]=[CH:29][CH:28]=[CH:27][CH:26]=2)=[CH:22][C:23]=1[NH:24][CH:6]([CH:8]1[CH2:13][CH2:12][CH2:11][CH2:10][CH2:9]1)[CH2:5][C:4]([O:3][CH2:1][CH3:2])=[O:14])=[O:18]. Isolated yield 33.7%. The solvent is C1CCOC1 (THF). Starting materials: C1(=CC=C(C=C1)S(=O)(=O)Cl)C (p-Toluenesulfonyl chloride), C(C)N1C(SC(C1=O)=C(C=C1SC2=C(N1CC)C=CC=C2)O)=S (3-ethyl-5[(3-ethyl-2-benzothiazolinylidene)-1-hydroxyethylidene]rhodanine). The solvent is N1=CC=CC=C1 (pyridine), C(C)#N (acetonitrile). Run at time 30 minute. Product: C(C)N1C(SC(C1=O)=C(C=C1SC2=C(N1CC)C=CC=C2)Cl)=S (3-Ethyl-5-[(3-ethyl-2-benzothiazolinylidene)-1-chloroethylidene]rhodanine). Reaction SMILES: C1(C)C=CC(S([Cl:10])(=O)=O)=CC=1.[CH2:12]([N:14]1[C:18](=[O:19])[C:17](=[C:20](O)[CH:21]=[C:22]2[N:26]([CH2:27][CH3:28])[C:25]3[CH:29]=[CH:30][CH:31]=[CH:32][C:24]=3[S:23]2)[S:16][C:15]1=[S:34])[CH3:13]>N1C=CC=CC=1.C(#N)C>[CH2:12]([N:14]1[C:18](=[O:19])[C:17](=[C:20]([Cl:10])[CH:21]=[C:22]2[N:26]([CH2:27][CH3:28])[C:25]3[CH:29]=[CH:30][CH:31]=[CH:32][C:24]=3[S:23]2)[S:16][C:15]1=[S:34])[CH3:13]. Procedure: p-Toluenesulfonyl chloride (1.15 g, 0.006 mol) is added to 3-ethyl-5[(3-ethyl-2-benzothiazolinylidene)-1-hydroxyethylidene]rhodanine (1.82 g, 0.005 mol) in dry pyridine (15 ml). After stirring for 30 min. at room temperature, the solution is diluted with acetonitrile (25 ml), chilled and the dye collected, washed with acetonitrile, then ether. The yield is 0.74 g (39%)